From a dataset of the Open Reaction Database (ORD), a public repository of structured organic reaction records. describe an organic reaction: reactants, conditions, products, and yield Reactants: O (water), ClC=1N=CC=C2C1NC(=C2)C(=O)O (7-chloro-1H-pyrrolo[2,3-c]pyridine-2-carboxylic acid), C(=O)(N1C=NC=C1)N1C=NC=C1 (1,1′-carbonyldiimidazole), C(C1=CC=CC=C1)N (benzylamine). The solvent is CN(C=O)C (N,N-dimethylformamide). Run at temperature 50 celsius, time 1 hour. Yields the product C(C1=CC=CC=C1)NC(=O)C1=CC=2C(=C(N=CC2)Cl)N1 (N-benzyl-7-chloro-1H-pyrrolo[2,3-c]pyridine-2-carboxamide). Isolated yield 27.5%. Reaction SMILES: [Cl:1][C:2]1[N:3]=[CH:4][CH:5]=[C:6]2[CH:10]=[C:9]([C:11]([OH:13])=O)[NH:8][C:7]=12.C(N1C=CN=C1)(N1C=CN=C1)=O.[CH2:26]([NH2:33])[C:27]1[CH:32]=[CH:31][CH:30]=[CH:29][CH:28]=1.O>CN(C)C=O>[CH2:26]([NH:33][C:11]([C:9]1[NH:8][C:7]2=[C:2]([Cl:1])[N:3]=[CH:4][CH:5]=[C:6]2[CH:10]=1)=[O:13])[C:27]1[CH:32]=[CH:31][CH:30]=[CH:29][CH:28]=1. Procedure details: A mixture of 7-chloro-1H-pyrrolo[2,3-c]pyridine-2-carboxylic acid (Reference Example 1) (0.10 g, 0.51 mmol) and 1,1′-carbonyldiimidazole (0.09 g, 0.53 mmol) in N,N-dimethylformamide (3.4 mL) was stirred at 50° C. for 1 h. To the stirring solution was added benzylamine (0.11 mL, 1.02 mmol) and the reaction mixture was stirred at 65° C. until the reaction was complete by TLC analysis. The crude reaction mixture was poured into rapidly stirring water, and extracted with ethyl acetate (3×). The comb... The reactants are ClC1(CC1)C(=O)Cl (1-chlorocyclopropanecarboxylic acid chloride), NC1=CC=C(C=C1)C=1CCC(NN1)=O (6-(p-aminophenyl)-4,5-dihydro-3(2H)-pyridazinone). The solvent is O1CCCC1 (tetrahydrofuran), O1CCCC1 (tetrahydrofuran). Reaction conditions: time 20 hour. The product is ClC1(CC1)C(=O)NC1=CC=C(C=C1)C=1CCC(NN1)=O (6-[p-(1-chlorocyclopropylcarbonylamino)-phenyl]-4,5-dihydro-3(2H)-pyridazinone). Isolated yield 81.8%. RXN SMILES: [Cl:1][C:2]1([C:5](Cl)=[O:6])[CH2:4][CH2:3]1.[NH2:8][C:9]1[CH:14]=[CH:13][C:12]([C:15]2[CH2:16][CH2:17][C:18](=[O:21])[NH:19][N:20]=2)=[CH:11][CH:10]=1>O1CCCC1>[Cl:1][C:2]1([C:5]([NH:8][C:9]2[CH:14]=[CH:13][C:12]([C:15]3[CH2:16][CH2:17][C:18](=[O:21])[NH:19][N:20]=3)=[CH:11][CH:10]=2)=[O:6])[CH2:4][CH2:3]1. Procedure details: A solution of 4.45 g (32.0 millimoles) of 1-chlorocyclopropanecarboxylic acid chloride in 20 ml of absolute tetrahydrofuran is added dropwise to a stirred suspension of 5.0 g (26.4 millimoles) of 6-(p-aminophenyl)-4,5-dihydro-3(2H)-pyridazinone in 100 ml of absolute tetrahydrofuran. The mixture is then stirred for 20 hours at room temperature followed by 1 hour under reflux. The product is filtered off at 10° C., washed first with tetrahydrofuran and then with water, and recrystallized from dime...